This data is from the Open Reaction Database (ORD), a public repository of structured organic reaction records. The task is: describe an organic reaction: reactants, conditions, products, and yield Starting materials: Cl, NO, NO, COc1ccc(C(=O)c2c(C)n(S(=O)(=O)c3ccc(C)cc3)c3cc(OC(F)(F)F)ccc23)c(O)c1, c1ccncc1. The product is COc1ccc(C(=NO)c2c(C)n(S(=O)(=O)c3ccc(C)cc3)c3cc(OC(F)(F)F)ccc23)c(O)c1. RXN SMILES: [ClH:37].[NH2:38][OH:39].[NH2:40][OH:41].[OH:1][c:2]1[c:3]([C:10](=[O:11])[c:12]2[c:13]([CH3:36])[n:14]([S:26](=[O:27])(=[O:28])[c:29]3[cH:30][cH:31][c:32]([CH3:35])[cH:33][cH:34]3)[c:15]3[cH:16][c:17]([O:21][C:22]([F:23])([F:24])[F:25])[cH:18][cH:19][c:20]23)[cH:4][cH:5][c:6]([O:8][CH3:9])[cH:7]1.[cH:42]1[cH:43][cH:44][n:45][cH:46][cH:47]1>>[OH:1][c:2]1[c:3]([C:10]([c:12]2[c:13]([CH3:36])[n:14]([S:26](=[O:27])(=[O:28])[c:29]3[cH:30][cH:31][c:32]([CH3:35])[cH:33][cH:34]3)[c:15]3[cH:16][c:17]([O:21][C:22]([F:23])([F:24])[F:25])[cH:18][cH:19][c:20]23)=[N:38][OH:39])[cH:4][cH:5][c:6]([O:8][CH3:9])[cH:7]1. The reactants are CCN(CC)C(=O)COc1cccc2c(CC(C)NC(=O)OC(C)(C)C)c[nH]c12, CCO, [K+], [OH-], O. Product: CC(Cc1c[nH]c2c(OCC(=O)O)cccc12)NC(=O)OC(C)(C)C. As a reaction SMILES: [CH2:1]([N:2]([CH2:3][CH3:28])[C:4](=[O:5])[CH2:6][O:7][c:8]1[cH:9][cH:10][cH:11][c:12]2[c:13]([CH2:17][CH:18]([CH3:19])[NH:20][C:21]([O:22][C:23]([CH3:24])([CH3:25])[CH3:26])=[O:27])[cH:14][nH:15][c:16]12)[CH3:29].[CH3:33][CH2:34][OH:35].[K+:31].[OH-:30].[OH2:32]>>[C:4](=[O:5])([CH2:6][O:7][c:8]1[cH:9][cH:10][cH:11][c:12]2[c:13]([CH2:17][CH:18]([CH3:19])[NH:20][C:21]([O:22][C:23]([CH3:24])([CH3:25])[CH3:26])=[O:27])[cH:14][nH:15][c:16]12)[OH:30]. The reactants are CS(=O)(=O)Cl, CCN(C(C)C)C(C)C, ClCCl, Cc1ccc(-c2noc(CO)n2)cc1NC(=O)c1cnc2ccccn12. Yields the product Cc1ccc(-c2noc(COS(C)(=O)=O)n2)cc1NC(=O)c1cnc2ccccn12. RXN SMILES: [CH3:36][S:37]([Cl:38])(=[O:39])=[O:40].[CH:27]([N:28]([CH2:29][CH3:30])[CH:31]([CH3:32])[CH3:33])([CH3:34])[CH3:35].[Cl:41][CH2:42][Cl:43].[OH:1][CH2:2][c:3]1[n:4][c:5](-[c:8]2[cH:9][cH:10][c:11]([CH3:26])[c:12]([NH:14][C:15](=[O:16])[c:17]3[cH:18][n:19][c:20]4[n:21]3[cH:22][cH:23][cH:24][cH:25]4)[cH:13]2)[n:6][o:7]1>>[O:1]([CH2:2][c:3]1[n:4][c:5](-[c:8]2[cH:9][cH:10][c:11]([CH3:26])[c:12]([NH:14][C:15](=[O:16])[c:17]3[cH:18][n:19][c:20]4[n:21]3[cH:22][cH:23][cH:24][cH:25]4)[cH:13]2)[n:6][o:7]1)[S:37]([CH3:36])(=[O:39])=[O:40]. Reactants: ClC1=NC2=C(N1C)C=CC=C2 (2-chloro-1-methyl-benzimidazole), N1CCNCC1 (piperazine), Cl (hydrochloric acid). Run in O (water). Conditions: temperature 150 celsius. Yields the product CN1C(=NC2=C1C=CC=C2)N2CCNCC2 (1-methyl-2-(piperazin-1-yl)-benzimidazole). As a reaction SMILES: Cl[C:2]1[N:6]([CH3:7])[C:5]2[CH:8]=[CH:9][CH:10]=[CH:11][C:4]=2[N:3]=1.[NH:12]1[CH2:17][CH2:16][NH:15][CH2:14][CH2:13]1.Cl>O>[CH3:7][N:6]1[C:5]2[CH:8]=[CH:9][CH:10]=[CH:11][C:4]=2[N:3]=[C:2]1[N:12]1[CH2:17][CH2:16][NH:15][CH2:14][CH2:13]1. Procedure details: A mixture of 1 g (6.02 mmol) of 2-chloro-1-methyl-benzimidazole and 2.58 g (30 mmol) of piperazine is heated to 150° C. without a solvent. The cooled melt is combined successively with water and dilute hydrochloric acid and extracted with dichloromethane. Then the aqueous phase is made alkaline with dilute sodium hydroxide solution and extracted with dichloromethane. The organic phase is dried over sodium sulphate and concentrated by evaporation. The product is purified by column chromatography ... The reactants are C(C)#N (acetonitrile), solution, C([O-])([O-])=O.[Na+].[Na+] (sodium carbonate), O1C=C(C2=C1C=CC=C2)C=2N=C1N(C=C(C=C1)Br)C2 (2-(benzofuran-3-yl)-6-bromoimidazo[1,2-a]pyridine), OCC=1C=C(C=CC1)B(O)O (3-(hydroxymethyl)phenylboronic acid). The reagents and catalysts are C=1C=CC(=CC1)[P](C=2C=CC=CC2)(C=3C=CC=CC3)[Pd]([P](C=4C=CC=CC4)(C=5C=CC=CC5)C=6C=CC=CC6)([P](C=7C=CC=CC7)(C=8C=CC=CC8)C=9C=CC=CC9)[P](C=1C=CC=CC1)(C=1C=CC=CC1)C=1C=CC=CC1 (tetrakis(triphenylphosphine)palladium). The solvent is C1(=CC=CC=C1)C (toluene). Yields the product O1C=C(C2=C1C=CC=C2)C=2N=C1N(C=C(C=C1)C=1C=C(C=CC1)CO)C2 ([3-(2-(Benzofuran-3-yl)imidazo[1,2-a]pyridin-6-yl)phenyl]methanol). The yield is 40.5%. Reaction SMILES: [O:1]1[C:5]2[CH:6]=[CH:7][CH:8]=[CH:9][C:4]=2[C:3]([C:10]2[N:11]=[C:12]3[CH:17]=[CH:16][C:15](Br)=[CH:14][N:13]3[CH:19]=2)=[CH:2]1.[OH:20][CH2:21][C:22]1[CH:23]=[C:24](B(O)O)[CH:25]=[CH:26][CH:27]=1.C(#N)C.C(=O)([O-])[O-].[Na+].[Na+]>C1C=CC([P]([Pd]([P](C2C=CC=CC=2)(C2C=CC=CC=2)C2C=CC=CC=2)([P](C2C=CC=CC=2)(C2C=CC=CC=2)C2C=CC=CC=2)[P](C2C=CC=CC=2)(C2C=CC=CC=2)C2C=CC=CC=2)(C2C=CC=CC=2)C2C=CC=CC=2)=CC=1.C1(C)C=CC=CC=1>[O:1]1[C:5]2[CH:6]=[CH:7][CH:8]=[CH:9][C:4]=2[C:3]([C:10]2[N:11]=[C:12]3[CH:17]=[CH:16][C:15]([C:26]4[CH:27]=[C:22]([CH2:21][OH:20])[CH:23]=[CH:24][CH:25]=4)=[CH:14][N:13]3[CH:19]=2)=[CH:2]1 |f:3.4.5,^1:43,45,64,83|. Procedure: 100 mg of 2-(benzofuran-3-yl)-6-bromoimidazo[1,2-a]pyridine, 73 mg of 3-(hydroxymethyl)phenylboronic acid and 11 mg of tetrakis(triphenylphosphine)palladium are placed in a microwave tube. 2 ml of acetonitrile, 2 ml of toluene and 1.5 ml of a 2M solution of sodium carbonate are added thereto. The tube is placed in a microwave device and irradiated at 150° C. for 15 min. The organic phase is separated, dried, and then concentrated under reduced pressure. The oily residue is taken up with 3 ml of ... Reactants: C(=O)C1=CC=C(C(=O)NCCC(=O)O)C=C1 (3-(4-formylbenzoylamino)propionic acid), BrC1=CC=C(N)C=C1 (4-bromoaniline), C(C)(=O)O (acetic acid), C(#N)[BH3-].[Na+] (Sodium cyanoborohydride). Run in CN(C)C=O (DMF), COC(OC)OC (trimethylorthoformate), CN(C)C=O (DMF), COC(OC)OC (trimethyl-orthoformate). Conditions: time 1 hour. The product is BrC1=CC=C(C=C1)NCC1=CC=C(C(=O)NCCC(=O)O)C=C1 (3-{4-[(4-bromophenylamino)methyl]benzoylamino}propionic Acid). Reaction SMILES: [CH:1]([C:3]1[CH:16]=[CH:15][C:6]([C:7]([NH:9][CH2:10][CH2:11][C:12]([OH:14])=[O:13])=[O:8])=[CH:5][CH:4]=1)=O.[Br:17][C:18]1[CH:24]=[CH:23][C:21]([NH2:22])=[CH:20][CH:19]=1.C(O)(=O)C.C([BH3-])#N.[Na+]>CN(C=O)C.COC(OC)OC>[Br:17][C:18]1[CH:24]=[CH:23][C:21]([NH:22][CH2:1][C:3]2[CH:16]=[CH:15][C:6]([C:7]([NH:9][CH2:10][CH2:11][C:12]([OH:14])=[O:13])=[O:8])=[CH:5][CH:4]=2)=[CH:20][CH:19]=1 |f:3.4|. Reported procedure: The above resin bound 3-(4-formylbenzoylamino)propionic acid (50 mg) was treated with a solution of 4-bromoaniline (500 [mol) in a mixture of DMF (500 μL) and trimethylorthoformate (500 μL). Glacial acetic acid (100 μL) was added and the mixture was shaked for 1 hour at 25° C. Sodium cyanoborohydride (750 μmol) suspended in a mixture of DMF and trimethyl-orthoformate (1:1, 1 mL) was added and the mixture was vortexed at 25° C. for 16 hours followed by filtration and washing with a mixture of DMF... The reactants are CC1=NC(=NN1)CC1=C(C=CC=C1)N=C=S (5-methyl-3-(o-isothiocyanatobenzyl)-1,2,4-triazole), CI (methyl iodide), O (water), [H-].[Na+] (sodium hydride). Solvent: O1CCCC1 (tetrahydrofuran), O1CCCC1 (tetrahydrofuran), O1CCCC1 (tetrahydrofuran). Run at time 2 hour. Yields the product CC=1N=C2N(C(=NC3=C(C2)C=CC=C3)SC)N1 (2-methyl-5-methylthio-11H-1,2,4-triazolo[2,3-c][1,3]benzodiazepine). As a reaction SMILES: [H-].[Na+].[CH3:3][C:4]1[NH:8][N:7]=[C:6]([CH2:9][C:10]2[CH:15]=[CH:14][CH:13]=[CH:12][C:11]=2[N:16]=[C:17]=[S:18])[N:5]=1.[CH3:19]I.O>O1CCCC1>[CH3:3][C:4]1[N:5]=[C:6]2[CH2:9][C:10]3[CH:15]=[CH:14][CH:13]=[CH:12][C:11]=3[N:16]=[C:17]([S:18][CH3:19])[N:7]2[N:8]=1 |f:0.1|. Procedure: To a suspension of 0.91 g of sodium hydride in 27 ml of tetrahydrofuran is added dropwise a solution of 8.74 g of 5-methyl-3-(o-isothiocyanatobenzyl)-1,2,4-triazole in 60 ml of tetrahydrofuran over a period of 20 minutes. The mixture is stirred at room temperature for 2 hours. To the resulting suspension is added a solution of 5.4 g of methyl iodide in 35 ml of tetrahydrofuran dropwise at 0° over a period of 15 minutes. The mixture is stirred at room temperature for 1 hour, poured into water and... The reactants are CC(C)(C)c1cc2cccc(Br)c2o1, C1CCOC1, [Li]CCCC, CON(C)C(=O)C1CCCN(C(=O)OC(C)(C)C)C1, N#N. The product is CC(C)(C)OC(=O)N1CCCC(C(=O)c2cccc3cc(C(C)(C)C)oc23)C1. Reaction SMILES: [Br:3][c:4]1[cH:5][cH:6][cH:7][c:8]2[cH:9][c:10]([C:13]([CH3:14])([CH3:15])[CH3:16])[o:11][c:12]12.[CH2:41]1[O:42][CH2:43][CH2:44][CH2:45]1.[CH3:17][CH2:18][CH2:19][CH2:20][Li:21].[CH3:22][O:23][N:24]([C:25](=[O:26])[CH:27]1[CH2:28][N:29]([C:33](=[O:34])[O:35][C:36]([CH3:37])([CH3:38])[CH3:39])[CH2:30][CH2:31][CH2:32]1)[CH3:40].[N:1]#[N:2]>>[c:4]1([C:25](=[O:26])[CH:27]2[CH2:28][N:29]([C:33](=[O:34])[O:35][C:36]([CH3:37])([CH3:38])[CH3:39])[CH2:30][CH2:31][CH2:32]2)[cH:5][cH:6][cH:7][c:8]2[cH:9][c:10]([C:13]([CH3:14])([CH3:15])[CH3:16])[o:11][c:12]12. Reactants: CCCC(=O)Cl, CCOCC, NC(CO)C(=O)O, O=C(O)C(F)(F)F. The product is CCCC(=O)OCC(N)C(=O)O. As a reaction SMILES: [C:15]([CH2:16][CH2:17][CH3:18])(=[O:19])[Cl:20].[CH3:21][CH2:22][O:23][CH2:24][CH3:25].[NH2:1][CH:2]([CH2:3][OH:4])[C:5]([OH:6])=[O:7].[OH:8][C:9]([C:10]([F:11])([F:12])[F:13])=[O:14]>>[NH2:1][CH:2]([CH2:3][O:4][C:15]([CH2:16][CH2:17][CH3:18])=[O:19])[C:5]([OH:6])=[O:7]. Starting materials: OC1=CC(CC1C1=CC=CC=C1)=O (3-hydroxy-4-phenyl-cyclopent-2-enone), C(C1=CC=CC=C1)=O (benzaldehyde), C(C)C=1C=C2C(=CNC2=CC1)CCN (2-(5-ethyl-1H-indol-3-yl)-ethylamine). The product is NCCC1=C(NC2=CC=C(C=C12)C)C(C=1C(CC(C1O)C1=CC=CC=C1)=O)C1=CC=CC=C1 (2-{[3-(2-Amino-ethyl)-5-methyl-1H-indol-2-yl]-phenyl-methyl}-3-hydroxy-4-phenyl-cyclopent-2-enone). As a reaction SMILES: [OH:1][C:2]1[CH:6]([C:7]2[CH:12]=[CH:11][CH:10]=[CH:9][CH:8]=2)[CH2:5][C:4](=[O:13])[CH:3]=1.[CH:14](=O)[C:15]1[CH:20]=[CH:19][CH:18]=[CH:17][CH:16]=1.[CH2:22]([C:24]1[CH:25]=[C:26]2[C:30](=[CH:31][CH:32]=1)[NH:29][CH:28]=[C:27]2[CH2:33][CH2:34][NH2:35])C>>[NH2:35][CH2:34][CH2:33][C:27]1[C:26]2[C:30](=[CH:31][CH:32]=[C:24]([CH3:22])[CH:25]=2)[NH:29][C:28]=1[CH:14]([C:15]1[CH:20]=[CH:19][CH:18]=[CH:17][CH:16]=1)[C:3]1[C:4](=[O:13])[CH2:5][CH:6]([C:7]2[CH:12]=[CH:11][CH:10]=[CH:9][CH:8]=2)[C:2]=1[OH:1]. Procedure: Using general procedure C, 3-hydroxy-4-phenyl-cyclopent-2-enone (Lit. 17) was reacted with benzaldehyde and 2-(5-ethyl-1H-indol-3-yl)-ethylamine to give the title compound as orange solid. MS: 437.1 ([M+H]+).